This data is from the Open Reaction Database (ORD), a public repository of structured organic reaction records. The task is: describe an organic reaction: reactants, conditions, products, and yield Reactants: C[Mg]Br (Methylmagnesium bromide), ClC1=C(C=C(C=O)C=C1)F (4-chloro-3-fluorobenzaldehyde), [NH4+].[Cl-] (NH4Cl). The solvent is O1CCCC1 (tetrahydrofuran). Conditions: time 8 hour. Product: ClC1=C(C=C(C=C1)C(C)O)F (1-(4-chloro-3-fluorophenyl)ethanol). The yield is 100.0%. As a reaction SMILES: [CH3:1][Mg]Br.[Cl:4][C:5]1[CH:12]=[CH:11][C:8]([CH:9]=[O:10])=[CH:7][C:6]=1[F:13].[NH4+].[Cl-]>O1CCCC1>[Cl:4][C:5]1[CH:12]=[CH:11][C:8]([CH:9]([OH:10])[CH3:1])=[CH:7][C:6]=1[F:13] |f:2.3|. Reported procedure: Methylmagnesium bromide (22.5 mL, 31.5 mmol; 1.4 M solution in toluene/tetrahydrofuran) was added dropwise to a solution of 4-chloro-3-fluorobenzaldehyde (5.0 g, 31.5 mmol) in 100 mL of dry tetrahydrofuran at −78° C. over 15 min. The reaction was allowed to warm to room temperature and stirred overnight. The reaction mixture was poured into saturated NH4Cl (100 mL). The aqueous layer was extracted with diethyl ether (3×150 mL). The organic layer was dried over anhydrous sodium sulfate, filtered ... Starting materials: CN(C)C=O (DMF), solution, [Li]CCCC (n-BuLi), CC1=C(COC2=C(C=C(C=C2)Br)C)C=CC=C1 (2-(2-methyl-benzyloxy)-5-bromotoluene). Solvent: C1CCOC1 (THF), C1CCOC1 (THF). Reaction conditions: temperature -78 celsius, time 15 minute. The product is CC1=C(C=O)C=CC(=C1)OCC1=C(C=CC=C1)C (2-Methyl-4-(2-methyl-benzyloxy)-benzaldehyde). The yield is 22.0%. Reaction SMILES: [Li][CH2:2][CH2:3][CH2:4][CH3:5].[CH3:6][C:7]1[CH:22]=[CH:21][CH:20]=[CH:19][C:8]=1[CH2:9][O:10][C:11]1[CH:16]=CC(Br)=C[C:12]=1C.CN([CH:26]=[O:27])C>C1COCC1>[CH3:5][C:4]1[CH:16]=[C:11]([O:10][CH2:9][C:8]2[CH:19]=[CH:20][CH:21]=[CH:22][C:7]=2[CH3:6])[CH:12]=[CH:2][C:3]=1[CH:26]=[O:27]. Procedure details: A 2.5M solution of n-BuLi (2.1 mL, 5.26 mmol) in THF was added dropwise to a −78° C. solution of 31.2 (1.46 g, 5.01 mmol) in THF (25 mL). The reaction was stirred at −78° C. for 15 minutes and then DMF (3.3 mL) was added. Cooling was removed after 5 minutes and the reaction was allowed to warm to room temperature. The reaction was partitioned between ethyl acetate and water and the aqueous layer was extracted 1 additional time with ethyl acetate. The combined organic layers were dried (Na2SO4) a... The reactants are N1CC(C1)CC=1N(C2=NC(=NC(=C2N1)N1CCOCC1)N1C(=NC2=C1C=CC=C2)C)C (4-(8-(azetidin-3-ylmethyl)-9-methyl-2-(2-methyl-1H-benzo[d]imidazol-1-yl)-9H-purin-6-yl)morpholine), BrC(C(=O)NC)(C)C (2-bromo-N,2-dimethylpropanamide). Product: CNC(C(C)(N1CC(C1)CC=1N(C2=NC(=NC(=C2N1)N1CCOCC1)N1C(=NC2=C1C=CC=C2)C)C)C)=O (N,2-dimethyl-2-(3-((9-methyl-2-(2-methyl-1H-benzo[d]imidazol-1-yl)-6-morpholino-9H-purin-8-yl)methyl)azetidin-1-yl)propanamide). RXN SMILES: [NH:1]1[CH2:4][CH:3]([CH2:5][C:6]2[N:7]([CH3:31])[C:8]3[C:13]([N:14]=2)=[C:12]([N:15]2[CH2:20][CH2:19][O:18][CH2:17][CH2:16]2)[N:11]=[C:10]([N:21]2[C:25]4[CH:26]=[CH:27][CH:28]=[CH:29][C:24]=4[N:23]=[C:22]2[CH3:30])[N:9]=3)[CH2:2]1.Br[C:33]([CH3:39])([CH3:38])[C:34]([NH:36][CH3:37])=[O:35]>>[CH3:37][NH:36][C:34](=[O:35])[C:33]([CH3:39])([N:1]1[CH2:2][CH:3]([CH2:5][C:6]2[N:7]([CH3:31])[C:8]3[C:13]([N:14]=2)=[C:12]([N:15]2[CH2:20][CH2:19][O:18][CH2:17][CH2:16]2)[N:11]=[C:10]([N:21]2[C:25]4[CH:26]=[CH:27][CH:28]=[CH:29][C:24]=4[N:23]=[C:22]2[CH3:30])[N:9]=3)[CH2:4]1)[CH3:38]. Reported procedure: Following General Procedure C, 4-(8-(azetidin-3-ylmethyl)-9-methyl-2-(2-methyl-1H-benzo[d]imidazol-1-yl)-9H-purin-6-yl)morpholine and 2-bromo-N,2-dimethylpropanamide were reacted to give 580. LCMS m/z: 259.7 (2M+H+) Starting materials: [OH-].[Na+] (NaOH), CC1=NNC2=NC=CC=C21 (3-methyl-1H-pyrazolo[3,4-b]pyridine), CC(=O)[O-].[Na+] (NaOAc), BrBr (Br2). The solvent is C(Cl)Cl (DCM), O (water), CC(=O)O (HOAc), O (water). Run at time 5 hour. The product is BrC=1C=C2C(=NC1)NN=C2C (5-bromo-3-methyl-1H-pyrazolo[3,4-b]pyridine). Yield: 48.4%. As a reaction SMILES: [CH3:1][C:2]1[C:10]2[C:5](=[N:6][CH:7]=[CH:8][CH:9]=2)[NH:4][N:3]=1.CC([O-])=O.[Na+].[Br:16]Br.[OH-].[Na+]>CC(O)=O.C(Cl)Cl.O>[Br:16][C:8]1[CH:9]=[C:10]2[C:2]([CH3:1])=[N:3][NH:4][C:5]2=[N:6][CH:7]=1 |f:1.2,4.5|. Procedure: To a solution of 3-methyl-1H-pyrazolo[3,4-b]pyridine (XIV) (12.7 Kg, 95.4 mol) in HOAc (57 L) was added NaOAc (20.4 Kg, 248 mol), water (13.3 L), and Br2 (40 L, 780 mol). The reaction was stirred at room temperature for 5 hours and then at 115° C. for 6 hours. The reaction was cooled to room temperature and diluted with DCM (686 L). To this solution was added water (508 L) and cooled to 0° C. followed by dropwise addition of aqueous 30% NaOH while maintaining the temperature <20° C. under pH=9. ... Starting materials: FC(C(=O)N[C@H](CO)C(=O)NCC=1SC=CN1)(F)F (2-[(N-trifluoroacetyl-D-seryl)amino]methylthiazole), C(C)(=O)OC(C)=O (acetic anhydride). Solvent: N1=CC=CC=C1 (pyridine). Reaction conditions: time 14 hour. The product is C(C)(=O)OC[C@@H](NC(C(F)(F)F)=O)C(=O)NCC=1SC=CN1 (2-[(O-acetyl-N-trifluoroacetyl-D-seryl)amino]methylthiazole). Isolated yield 92.0%. As a reaction SMILES: [F:1][C:2]([F:19])([F:18])[C:3]([NH:5][C@@H:6]([C:9]([NH:11][CH2:12][C:13]1[S:14][CH:15]=[CH:16][N:17]=1)=[O:10])[CH2:7][OH:8])=[O:4].[C:20](OC(=O)C)(=[O:22])[CH3:21]>N1C=CC=CC=1>[C:20]([O:8][CH2:7][C@H:6]([C:9]([NH:11][CH2:12][C:13]1[S:14][CH:15]=[CH:16][N:17]=1)=[O:10])[NH:5][C:3](=[O:4])[C:2]([F:18])([F:1])[F:19])(=[O:22])[CH3:21]. Procedure: To a solution of 1.965 g of the above-obtained 2-[(N-trifluoroacetyl-D-seryl)amino]methylthiazole in 20 ml of pyridine was added 2 ml of acetic anhydride. The mixture was stirred at room temperature for 14 hours, and then concentrated to dryness under reduced pressure. The residue was dissolved in 50 ml of methylene chloride, and the solution was washed with 30 ml of a saturated aqueous solution of sodium hydrogencarbonate. The aqueous layer was extracted with 30 ml of methylene chloride. The co... Reactants: CC1(OB(OC1(C)C)C1=CC=C(C=C1)S(=O)(=O)C=1C(=CC=CC1)C)C (4,4,5,5-tetramethyl-2-[4-(toluene-2-sulfonyl)-phenyl]-[1,3,2]dioxaborolane), COC(CC1=CC2=CC=C(C=C2C(=C1C)OS(=O)(=O)C(F)(F)F)F)=O ((6-fluoro-3-methyl-4-trifluoromethanesulfonyloxy-naphthalen-2-yl)-acetic acid methyl ester), [O-]P(=O)([O-])[O-].[K+].[K+].[K+] (K3PO4), C1(CCCCC1)P(C1=C(C=CC=C1)C1=C(C=CC=C1OC)OC)C1CCCCC1 (2-dicyclohexylphosphino-2′,6′-dimethoxybiphenyl). The reagents and catalysts are C(C)(=O)[O-].[Pd+2].C(C)(=O)[O-] (palladium(II) acetate). Run in [Cl-].[Na+].O (brine), C(C)(=O)OCC (ethyl acetate), O (water), C1(=CC=CC=C1)C (toluene). Conditions: temperature 125 celsius. Product: COC(CC1=CC2=CC=C(C=C2C(=C1C)C1=CC=C(C=C1)S(=O)(=O)C=1C(=CC=CC1)C)F)=O ({6-fluoro-3-methyl-4-[4-(toluene-2-sulfonyl)-phenyl]-naphthalen-2-yl}-acetic acid methyl ester). The yield is 30.9%. As a reaction SMILES: CC1(C)C(C)(C)OB([C:9]2[CH:14]=[CH:13][C:12]([S:15]([C:18]3[C:19]([CH3:24])=[CH:20][CH:21]=[CH:22][CH:23]=3)(=[O:17])=[O:16])=[CH:11][CH:10]=2)O1.[CH3:26][O:27][C:28](=[O:50])[CH2:29][C:30]1[C:39]([CH3:40])=[C:38](OS(C(F)(F)F)(=O)=O)[C:37]2[C:32](=[CH:33][CH:34]=[C:35]([F:49])[CH:36]=2)[CH:31]=1.[O-]P([O-])([O-])=O.[K+].[K+].[K+].C1(P(C2CCCCC2)C2C=CC=CC=2C2C(OC)=CC=CC=2OC)CCCCC1>[Cl-].[Na+].O.C(OCC)(=O)C.C([O-])(=O)C.[Pd+2].C([O-])(=O)C.O.C1(C)C=CC=CC=1>[CH3:26][O:27][C:28](=[O:50])[CH2:29][C:30]1[C:39]([CH3:40])=[C:38]([C:9]2[CH:10]=[CH:11][C:12]([S:15]([C:18]3[C:19]([CH3:24])=[CH:20][CH:21]=[CH:22][CH:23]=3)(=[O:16])=[O:17])=[CH:13][CH:14]=2)[C:37]2[C:32](=[CH:33][CH:34]=[C:35]([F:49])[CH:36]=2)[CH:31]=1 |f:2.3.4.5,7.8.9,11.12.13|. Procedure: To a mixture of 4,4,5,5-tetramethyl-2-[4-(toluene-2-sulfonyl)-phenyl]-[1,3,2]dioxaborolane (50 mg, 0.14 mmol), (6-fluoro-3-methyl-4-trifluoromethanesulfonyloxy-naphthalen-2-yl)-acetic acid methyl ester (73 mg, 0.19 mmol), K3PO4 (81 mg, 0.38 mmol), palladium(II) acetate (14 mg, 0.06 mmol), and 2-dicyclohexylphosphino-2′,6′-dimethoxybiphenyl (49 mg, 0.12 mmol) were added anhydrous toluene (4 mL) and water (400 uL) at room temperature. The resulting light brown solution was heated to 125° C. for 15... Starting materials: C(C1=CC=CC=C1)N([C@H]1[C@H]2[C@]34C=5C(=C(C=CC5C[C@H]([C@@]3(CC1)OC)N(CC4)C)O)O2)CC2=CC=CC=C2 (6β-dibenzylamino-4,5α-epoxy-14β-methoxy-17-methylmorphinan-3-ol), C1=CCCCC1 (cyclohexene). The reagents and catalysts are [Pd] (Pd/C). Solvent: CO (MeOH). Product: N[C@H]1[C@H]2[C@]34C=5C(=C(C=CC5C[C@H]([C@@]3(CC1)OC)N(CC4)C)O)O2 (6β-amino-4,5α-epoxy-14β-methoxy-17-methylmorphinan-3-ol). As a reaction SMILES: C([N:8](CC1C=CC=CC=1)[C@@H:9]1[CH2:22][CH2:21][C@:20]2([O:23][CH3:24])[C@:11]34[CH2:27][CH2:26][N:25]([CH3:28])[C@@H:19]2[CH2:18][C:17]2[CH:16]=[CH:15][C:14]([OH:29])=[C:13]([O:30][C@@H:10]13)[C:12]4=2)C1C=CC=CC=1.C1CCCCC=1>[Pd].CO>[NH2:8][C@@H:9]1[CH2:22][CH2:21][C@:20]2([O:23][CH3:24])[C@:11]34[CH2:27][CH2:26][N:25]([CH3:28])[C@@H:19]2[CH2:18][C:17]2[CH:16]=[CH:15][C:14]([OH:29])=[C:13]([O:30][C@@H:10]13)[C:12]4=2. Procedure details: A mixture of Compound 14 (1.02 g, 2.05 mmol), 10% Pd/C catalyst (0.52 g), cyclohexene (30 ml) and absolute MeOH (30 ml) were reflux heated for 16 hours under N2. Then the catalyst was filtered off and the filtrate evaporated. The residue (0.66 g of white foam resin) was crystallised out of i-PrOH/Et2O 1:1 (2 ml). Yield: 0.33 g (42%) of beige crystals: Fp>235-239° C.; IR (KBr): 3348 (OH) cm−1; 1H-NMR (CDCl3): 6.62 (d, J=8.0, 1 arom. H); 6.54 (d, J=8.0, 1 arom. H); 4.26 (d, J=7.0, H—C(5)); 3.22 (s... Starting materials: O=C[C@H](O)[C@@H](O)[C@H](O)[C@H](O)CO (D-glucose), N(CC1=CC=CC=C1)CC1=CC=CC=C1 (Bn2NH), CC(=O)O (AcOH). Run in CCO (EtOH). Yields the product C(C1=CC=CC=C1)N(CC(=O)[C@@H](O)[C@H](O)[C@H](O)CO)CC1=CC=CC=C1 (1-dibenzylamino-1-deoxy-D-fructose). Isolated yield 79.3%. As a reaction SMILES: O=[CH:2][C@@H:3]([C@H:5]([C@@H:7]([C@@H:9]([CH2:11][OH:12])[OH:10])[OH:8])[OH:6])[OH:4].[NH:13]([CH2:21][C:22]1[CH:27]=[CH:26][CH:25]=[CH:24][CH:23]=1)[CH2:14][C:15]1[CH:20]=[CH:19][CH:18]=[CH:17][CH:16]=1.CC(O)=O>CCO>[CH2:21]([N:13]([CH2:14][C:15]1[CH:20]=[CH:19][CH:18]=[CH:17][CH:16]=1)[CH2:2][C:3]([C@H:5]([C@@H:7]([C@@H:9]([CH2:11][OH:12])[OH:10])[OH:8])[OH:6])=[O:4])[C:22]1[CH:27]=[CH:26][CH:25]=[CH:24][CH:23]=1. Procedure: To a suspension of D-glucose (36.0 g, 200.0 mmol) and Bn2NH (39.5 g, 200.0 mmol) in absolute EtOH (200 mL) was added AcOH (12.0 g, 200.0 mmol). Upon refluxing for 3 h, the reaction mixture was cooled and filtered with suction. The resulting filter cake was washed with EtOH to colorless and dried in a desiccator over calcium chloride to give 1-dibenzylamino-1-deoxy-D-fructose as a white solid (57.0 g, 79%). Starting materials: CCOC(=O)CBr, O=C([O-])[O-], CN(C)C=O, [K+], [K+], O=C1CC2(CCCCC2)Oc2ccc(O)cc21. Yields the product CCOC(=O)COc1ccc2c(c1)C(=O)CC1(CCCCC1)O2. RXN SMILES: [Br:18][CH2:19][C:20](=[O:21])[O:22][CH2:23][CH3:24].[C:25](=[O:26])([O-:27])[O-:28].[CH3:31][N:32]([CH3:33])[CH:34]=[O:35].[K+:29].[K+:30].[OH:1][c:2]1[cH:3][cH:4][c:5]2[c:6]([cH:17]1)[C:7](=[O:16])[CH2:8][C:9]1([O:10]2)[CH2:11][CH2:12][CH2:13][CH2:14][CH2:15]1>>[O:1]([c:2]1[cH:3][cH:4][c:5]2[c:6]([cH:17]1)[C:7](=[O:16])[CH2:8][C:9]1([O:10]2)[CH2:11][CH2:12][CH2:13][CH2:14][CH2:15]1)[CH2:19][C:20](=[O:21])[O:22][CH2:23][CH3:24]. Starting materials: Dipeptide H-Leu-Gly-OCH3, CCN(C(C)C)C(C)C (DIEA), Cl (HCl), NCC(=O)OC (H-Gly-OCH3), N([C@@H](CC(C)C)C(=O)O)C(=O)OC(C)(C)C (Boc-Leu-OH), C(C)OC(=O)N1C(C=CC2=CC=CC=C12)OCC (N-ethoxycarbonyl-2-ethoxy-1,2-dihydroquinoline). Solvent: CCOC(=O)C (EtOAc). Run at time 15 minute. Yields the product N([C@@H](CC(C)C)C(=O)NCC(=O)OC)C(=O)OC(C)(C)C (Boc-Leu-Gly-OCH3). As a reaction SMILES: CCN(C(C)C)C(C)C.Cl.[NH2:11][CH2:12][C:13]([O:15][CH3:16])=[O:14].[NH:17]([C:26]([O:28][C:29]([CH3:32])([CH3:31])[CH3:30])=[O:27])[C@H:18]([C:23](O)=[O:24])[CH2:19][CH:20]([CH3:22])[CH3:21].C(OC(N1C2C(=CC=CC=2)C=CC1OCC)=O)C>CCOC(C)=O>[NH:17]([C:26]([O:28][C:29]([CH3:31])([CH3:30])[CH3:32])=[O:27])[C@H:18]([C:23]([NH:11][CH2:12][C:13]([O:15][CH3:16])=[O:14])=[O:24])[CH2:19][CH:20]([CH3:22])[CH3:21]. Reported procedure: Dipeptide H-Leu-Gly-OCH3 : DIEA (21 mL) was added to a stirred solution of HCl.H-Gly-OCH3 (13 g) in EtOAc (500 mL). After 15 min, Boc-Leu-OH.H20 (20 g) and N-ethoxycarbonyl-2-ethoxy-1,2-dihydroquinoline (25.5 g) were added in succession. The reaction mixture was stirred at room temperature for 18 h, and then filtered. The filtrate was washed serially with H20, 1N HCl, H20, 5% aqueous NaHCO3 and water. The dried (Na2SO4 +MgSO4) organic phase was concentrated to near dryness. Et20 was added to the...